From a dataset of the Open Reaction Database (ORD), a public repository of structured organic reaction records. describe an organic reaction: reactants, conditions, products, and yield Reactants: FC=1C(=CC(=C(C(=O)O)C1)[N+](=O)[O-])C(F)(F)F (5-fluoro-2-nitro-4-trifluoromethyl-benzoic acid), C[Si](Cl)(C)C (trimethylchlorosilane), C[Si](Cl)(C)C (trimethylchlorosilane). The solvent is CO (methanol). Yields the product COC(C1=C(C=C(C(=C1)F)C(F)(F)F)[N+](=O)[O-])=O (5-fluoro-2-nitro-4-trifluoromethyl-benzoic acid methyl ester). RXN SMILES: [F:1][C:2]1[C:3]([C:14]([F:17])([F:16])[F:15])=[CH:4][C:5]([N+:11]([O-:13])=[O:12])=[C:6]([CH:10]=1)[C:7]([OH:9])=[O:8].[CH3:18][Si](C)(C)Cl>CO>[CH3:18][O:8][C:7](=[O:9])[C:6]1[CH:10]=[C:2]([F:1])[C:3]([C:14]([F:15])([F:16])[F:17])=[CH:4][C:5]=1[N+:11]([O-:13])=[O:12]. Procedure: A solution of 6.2 g (24.5 mmole) of 5-fluoro-2-nitro-4-trifluoromethyl-benzoic acid in 250 ml of methanol is treated with 9.28 ml (73.5 mmole) of trimethylchlorosilane and heated to reflux for six days during which every evening additional 9.28 ml of trimethylchlorosilane are added. The cooled solution is evaporated in vacuo and distributed between dichloro-methane and water. The combined organic phases are extracted twice with 50 ml of a 0.5 M sodium hydroxide solution and with 50 ml brine. Aft... The reactants are C1CCOC1, ClCCl, O=[Mn]=O, O=C1CSc2ccc(CO)nc2N1. Product: O=Cc1ccc2c(n1)NC(=O)CS2. As a reaction SMILES: [CH2:17]1[O:18][CH2:19][CH2:20][CH2:21]1.[Cl:14][CH2:15][Cl:16].[O:22]=[Mn:23]=[O:24].[OH:1][CH2:2][c:3]1[cH:4][cH:5][c:6]2[c:11]([n:12]1)[NH:10][C:9](=[O:13])[CH2:8][S:7]2>>[O:1]=[CH:2][c:3]1[cH:4][cH:5][c:6]2[c:11]([n:12]1)[NH:10][C:9](=[O:13])[CH2:8][S:7]2. The reactants are α-Aluminium oxide, CC1(COC(=O)C1O)C (pantolactone), CC1(COC(=O)C1O)C (pantolactone). The reagents and catalysts are [O-2].[O-2].[O-2].[O-2].[O-2].[V+5].[V+5] (vanadium pentoxide). Product: CC1(COC(=O)C1=O)C (ketopantolactone). As a reaction SMILES: [CH3:1][C:2]1([CH3:9])[CH:7]([OH:8])[C:5](=[O:6])[O:4][CH2:3]1>[O-2].[O-2].[O-2].[O-2].[O-2].[V+5].[V+5]>[CH3:1][C:2]1([CH3:9])[C:7](=[O:8])[C:5](=[O:6])[O:4][CH2:3]1 |f:1.2.3.4.5.6.7|. Procedure details: α-Aluminium oxide coated with 10% vanadium pentoxide (V-0501S from Harshaw) is used as the catalyst in the reactor described in Example 1 and the temperature of the air bath is adjusted to 245° C. 60 l of air and 33 g of pantolactone are subsequently added hourly to the evaporator. 99% of the pantolactone are transformed and ketopantolactone is formed with a selectivity of 85%. Starting materials: ClCCl, CN, CCO, ClC(Cl)Cl, O=C1Cc2cc(S(=O)(=O)Cl)ccc2N1. Product: CNS(=O)(=O)c1ccc2c(c1)CC(=O)N2. As a reaction SMILES: [CH2:21]([Cl:22])[Cl:23].[CH3:1][NH2:2].[CH3:24][CH2:25][OH:26].[CH:17]([Cl:18])([Cl:19])[Cl:20].[Cl:3][S:4](=[O:5])(=[O:6])[c:7]1[cH:8][c:9]2[c:13]([cH:14][cH:15]1)[NH:12][C:11](=[O:16])[CH2:10]2>>[CH3:1][NH:2][S:4](=[O:5])(=[O:6])[c:7]1[cH:8][c:9]2[c:13]([cH:14][cH:15]1)[NH:12][C:11](=[O:16])[CH2:10]2. The reactants are ClC=1N=NC(=CC1)N1CCNCCC1 (1-(3-chloro-6-pyridazinyl)-homopiperazine). Reagents/catalysts: [Pd] (palladium on carbon). The solvent is C(C)O (ethanol). Run at time 8 hour. Product: N (ammonia), N1=NC(=CC=C1)N1CCNCCC1 (1-(3-Pyridazinyl)-homopiperazine). Reaction SMILES: Cl[C:2]1[N:3]=[N:4][C:5]([N:8]2[CH2:14][CH2:13][CH2:12][NH:11][CH2:10][CH2:9]2)=[CH:6][CH:7]=1>[Pd].C(O)C>[NH3:3].[N:3]1[CH:2]=[CH:7][CH:6]=[C:5]([N:8]2[CH2:14][CH2:13][CH2:12][NH:11][CH2:10][CH2:9]2)[N:4]=1. Procedure: A mixture of 1-(3-chloro-6-pyridazinyl)-homopiperazine (5.56 g, 26.1 mmol), palladium on carbon (2.1 g, 10%) and ethanol (150 ml) was stirred under hydrogen overnight. The crude product was filtered through celite and evaporated. Chromatography on silica gel with dichloromethane, methanol and conc. ammonia (89:10:1) gave the title compound as free base. Yield 2.78 g, 60%, 185.0-186.9° C. Starting materials: C(C1=CC=CC=C1)OC(=O)N[C@@H](C)C(=O)O.N[C@@H]([C@H](O)C)C(=O)O.C(C1=CC=CC=C1)OC([C@@H](N)C)=O (benzyloxycarbonyl-L-alanine L-threonine L-alanine benzyl ester), O-(2,3,4,6-tetra-O-benzyl-β-D-galactopyranosyl)-(1→3)-2-azido-4,6-di-O-benzyl-2-deoxy-α-D-galacto-pyranosyl fluoride. Reagents/catalysts: [Cl-].[CH-]1C=CC=C1.[CH-]1C=CC=C1.[Zr+2] (Zirconocene chloride), Cl(=O)(=O)(=O)[O-].[Ag+] (silver perchlorate). The solvent is ClCCl (dichloromethane), ClCCl (dichloromethane). Reaction conditions: time 10 minute. The product is C(C1=CC=CC=C1)OC(=O)N[C@@H](C)C(=O)O (benzyloxycarbonyl-L-alanine), O-(2,3,4,6-tetra-O-benzyl-β-D-galacto-pyranosyl)-(1→3)-(2-azido-4,6-di-O-benzyl-2-deoxy-α-D-galactopyranosyl)-L-theronine-L-alanine benzyl ester. The yield is 33.0%. As a reaction SMILES: [CH2:1]([O:8][C:9]([NH:11][C@H:12]([C:14]([OH:16])=[O:15])[CH3:13])=[O:10])[C:2]1[CH:7]=[CH:6][CH:5]=[CH:4][CH:3]=1.N[C@H](C(O)=O)[C@@H](C)O.C(OC(=O)[C@H](C)N)C1C=CC=CC=1>ClCCl.[Cl-].[CH-]1C=CC=C1.[CH-]1C=CC=C1.[Zr+2].Cl([O-])(=O)(=O)=O.[Ag+]>[CH2:1]([O:8][C:9]([NH:11][C@H:12]([C:14]([OH:16])=[O:15])[CH3:13])=[O:10])[C:2]1[CH:3]=[CH:4][CH:5]=[CH:6][CH:7]=1 |f:0.1.2,4.5.6.7,8.9|. Reported procedure: Zirconocene chloride (Cp2ZrCl2) (543 mg, 1.86 mmol) and silver perchlorate (771 mg, 3.72 mmol) are dissolved in dichloromethane (10 ml) and thereto is added molecular sieves (1.0 g), and the reaction system is purged with nitrogen gas and stirred at room temperature for 10 minutes. To the mixture is added benzyloxycarbonyl-L-alanine-L-threonine-L-alanine benzyl ester (904 mg, 1.86 mmol) obtained in Reference Example 4, the reaction system is cooled to −40° C. The reaction mixture is added to a s... Reactants: [Al+3], CC(C)(C)OC(=O)NCCCc1c[nH]c(-c2ccc(F)cc2)c1-c1ccncc1, [H-], [H-], [H-], [H-], [Li+], C1CCOC1. Yields the product CNCCCc1c[nH]c(-c2ccc(F)cc2)c1-c1ccncc1. Reaction SMILES: [Al+3:31].[C:1]([O:2][C:6](=[O:3])[NH:8][CH2:9][CH2:10][CH2:11][c:12]1[c:13](-[c:24]2[cH:25][cH:26][n:27][cH:28][cH:29]2)[c:14](-[c:17]2[cH:18][cH:19][c:20]([F:23])[cH:21][cH:22]2)[nH:15][cH:16]1)([CH3:4])([CH3:5])[CH3:7].[H-:30].[H-:33].[H-:34].[H-:35].[Li+:32].[O:36]1[CH2:37][CH2:38][CH2:39][CH2:40]1>>[CH3:6][NH:8][CH2:9][CH2:10][CH2:11][c:12]1[c:13](-[c:24]2[cH:25][cH:26][n:27][cH:28][cH:29]2)[c:14](-[c:17]2[cH:18][cH:19][c:20]([F:23])[cH:21][cH:22]2)[nH:15][cH:16]1.